This data is from the Open Reaction Database (ORD), a public repository of structured organic reaction records. The task is: describe an organic reaction: reactants, conditions, products, and yield Starting materials: solution, N1C=C(C2=CC=CC=C12)C(C(=O)O)C (indol-3-ylpropionic acid), suspension, [H-].[Na+] (sodium hydride), CN(C=O)C (dimethyl formamide), CN(C=O)C (dimethyl formamide), Cl (hydrogen chloride), C(C1=CC=CC=C1)Br (benzyl bromide), aqueous solution, ice water. Conditions: time 30 minute. Yields the product C(C1=CC=CC=C1)N1C=C(C2=CC=CC=C12)CCC(=O)O (3-(1-Benzylindol-3-yl)propionic Acid). Isolated yield 79.0%. RXN SMILES: N1[C:9]2[C:4](=[CH:5][CH:6]=[CH:7][CH:8]=2)[C:3]([CH:10](C)[C:11]([OH:13])=[O:12])=C1.[H-].[Na+].[CH2:17](Br)[C:18]1[CH:23]=[CH:22][CH:21]=[CH:20][CH:19]=1.Cl.[CH3:26][N:27]([CH3:30])C=O>>[CH2:17]([N:27]1[C:26]2[C:5](=[CH:6][CH:7]=[CH:8][CH:9]=2)[C:4]([CH2:3][CH2:10][C:11]([OH:13])=[O:12])=[CH:30]1)[C:18]1[CH:23]=[CH:22][CH:21]=[CH:20][CH:19]=1 |f:1.2|. Procedure details: 8 ml of a solution of 1.00 g of indol-3-ylpropionic acid in dimethyl formamide were added gradually to 4 ml of a suspension of 460 mg (10.6 mmol) of sodium hydride (55% w/v dispersion in mineral oil) in dimethyl formamide at a temperature of -5° C., and the resulting mixture was stirred for 30 minutes at this temperature. After this time, 1.8 g (10.6 mmol) of benzyl bromide was added to the mixture which was then warmed to room temperature, stirred for 10 min, poured into ice-water, and acidifie...